This data is from the Open Reaction Database (ORD), a public repository of structured organic reaction records. The task is: describe an organic reaction: reactants, conditions, products, and yield Starting materials: ClCC1=NC2=C(N1C)C=C(C(=C2OC)OC)OC (2-Chloromethyl-1-methyl-4,5,6-trimethoxy-benzimidazole), N1CCNCC1 (piperazine). The product is CN1C(=NC2=C1C=C(C(=C2OC)OC)OC)CN2CCN(CC2)CC2=NC1=C(N2C)C=C(C(=C1OC)OC)OC (N,N′-bis[(1-methyl-4,5,6-trimethoxybenzimidazol-2-yl)methyl]piperazine). RXN SMILES: Cl[CH2:2][C:3]1[N:7]([CH3:8])[C:6]2[CH:9]=[C:10]([O:17][CH3:18])[C:11]([O:15][CH3:16])=[C:12]([O:13][CH3:14])[C:5]=2[N:4]=1.[NH:19]1[CH2:24][CH2:23][NH:22][CH2:21][CH2:20]1>>[CH3:8][N:7]1[C:6]2[CH:9]=[C:10]([O:17][CH3:18])[C:11]([O:15][CH3:16])=[C:12]([O:13][CH3:14])[C:5]=2[N:4]=[C:3]1[CH2:2][N:19]1[CH2:24][CH2:23][N:22]([CH2:2][C:3]2[N:7]([CH3:8])[C:6]3[CH:9]=[C:10]([O:17][CH3:18])[C:11]([O:15][CH3:16])=[C:12]([O:13][CH3:14])[C:5]=3[N:4]=2)[CH2:21][CH2:20]1. Procedure details: 2-Chloromethyl-1-methyl-4,5,6-trimethoxy-benzimidazole (75 mg) and piperazine (10 mg) were reacted in the same manner as in Example 1 to obtain the title compound as a free base. Reactants: CN(CC(=O)O)C(=O)OC(C)(C)C, CN(C)C=O, Cc1cc2c(c3ccc(=O)[nH]c13)OC(CN)C2, On1nnc2ccccc21. The product is Cc1cc2c(c3ccc(=O)[nH]c13)OC(CNC(=O)CN(C)C(=O)OC(C)(C)C)C2. Reaction SMILES: [C:18]([CH3:19])([CH3:20])([CH3:21])[O:22][C:23](=[O:24])[N:25]([CH2:26][C:27](=[O:28])[OH:29])[CH3:30].[CH3:41][N:42]([CH3:43])[CH:44]=[O:45].[NH2:1][CH2:2][CH:3]1[CH2:4][c:5]2[c:6]([c:7]3[cH:8][cH:9][c:10](=[O:16])[nH:11][c:12]3[c:13]([CH3:15])[cH:14]2)[O:17]1.[OH:31][n:32]1[c:33]2[c:34]([cH:35][cH:36][cH:37][cH:38]2)[n:39][n:40]1>>[NH:1]([CH2:2][CH:3]1[CH2:4][c:5]2[c:6]([c:7]3[cH:8][cH:9][c:10](=[O:16])[nH:11][c:12]3[c:13]([CH3:15])[cH:14]2)[O:17]1)[C:27]([CH2:26][N:25]([C:23]([O:22][C:18]([CH3:19])([CH3:20])[CH3:21])=[O:24])[CH3:30])=[O:28]. As a reaction SMILES: [CH3:50][OH:51].[Cl:3][c:4]1[c:5](-[c:11]2[n:12][o:13][c:14]([CH:40]([CH3:41])[CH3:42])[c:15]2[CH2:16][O:17][c:18]2[cH:19][cH:20][c:21](-[c:24]3[cH:25][c:26]4[cH:27][cH:28][c:29]([C:35](=[O:36])[O:37][CH2:38][CH3:39])[n:30][c:31]4[cH:32][c:33]3[F:34])[cH:22][cH:23]2)[c:6]([Cl:10])[cH:7][cH:8][cH:9]1.[ClH:43].[Na+:2].[O:45]1[CH2:46][CH2:47][CH2:48][CH2:49]1.[OH-:1].[OH2:44]>>[Cl:3][c:4]1[c:5](-[c:11]2[n:12][o:13][c:14]([CH:40]([CH3:41])[CH3:42])[c:15]2[CH2:16][O:17][c:18]2[cH:19][cH:20][c:21](-[c:24]3[cH:25][c:26]4[cH:27][cH:28][c:29]([C:35](=[O:36])[OH:37])[n:30][c:31]4[cH:32][c:33]3[F:34])[cH:22][cH:23]2)[c:6]([Cl:10])[cH:7][cH:8][cH:9]1. The product is CC(C)c1onc(-c2c(Cl)cccc2Cl)c1COc1ccc(-c2cc3ccc(C(=O)O)nc3cc2F)cc1. The reactants are CO, CCOC(=O)c1ccc2cc(-c3ccc(OCc4c(-c5c(Cl)cccc5Cl)noc4C(C)C)cc3)c(F)cc2n1, Cl, [Na+], C1CCOC1, [OH-], O.